Dataset: the Open Reaction Database (ORD), a public repository of structured organic reaction records. Task: describe an organic reaction: reactants, conditions, products, and yield Starting materials: C#CC(C)(C)c1cccc(C(=O)O)c1, CN(C)C=O, CCOC(C)=O, O=C(Cl)C(=O)Cl, N#Cc1c(Oc2cc(N)c(F)cc2Cl)ccc2nc(NC(=O)C3CC3)sc12, C1CCOC1. The product is C#CC(C)(C)c1cccc(C(=O)Nc2cc(Oc3ccc4nc(NC(=O)C5CC5)sc4c3C#N)c(Cl)cc2F)c1. Reaction SMILES: [CH3:1][C:2]([C:3]#[CH:4])([CH3:5])[c:6]1[cH:7][c:8]([C:9](=[O:10])[OH:11])[cH:12][cH:13][cH:14]1.[CH3:21][N:22]([CH3:23])[CH:24]=[O:25].[CH3:58][CH2:59][O:60][C:61](=[O:62])[CH3:63].[Cl:15][C:16]([C:17]([Cl:18])=[O:19])=[O:20].[NH2:26][c:27]1[c:28]([F:52])[cH:29][c:30]([Cl:51])[c:31]([O:32][c:33]2[c:34]([C:48]#[N:49])[c:35]3[c:36]([n:37][c:38]([NH:40][C:41](=[O:42])[CH:43]4[CH2:44][CH2:45]4)[s:39]3)[cH:46][cH:47]2)[cH:50]1.[O:53]1[CH2:54][CH2:55][CH2:56][CH2:57]1>>[CH3:1][C:2]([C:3]#[CH:4])([CH3:5])[c:6]1[cH:7][c:8]([C:9](=[O:11])[NH:26][c:27]2[c:28]([F:52])[cH:29][c:30]([Cl:51])[c:31]([O:32][c:33]3[c:34]([C:48]#[N:49])[c:35]4[c:36]([n:37][c:38]([NH:40][C:41](=[O:42])[CH:43]5[CH2:44][CH2:45]5)[s:39]4)[cH:46][cH:47]3)[cH:50]2)[cH:12][cH:13][cH:14]1. The reactants are FC1=CC=CC(=N1)C1=NN(C2=CN=C(C=C21)C=2C=NC=CC2)COCC[Si](C)(C)C (3-(6-fluoropyridin-2-yl)-5-(pyridin-3-yl)-1-((2-(trimethylsilyl)ethoxy)methyl)-1H-pyrazolo[3,4-c]pyridine), C(CCN)N (propane-1,3-diamine). Yields the product N1=CC(=CC=C1)C=1C=C2C(=CN1)NN=C2C2=CC=CC(=N2)NCCCN (N1-(6-(5-(pyridin-3-yl)-1H-pyrazolo[3,4-c]pyridin-3-yl)pyridin-2-yl)propane-1,3-diamine). The yield is 31.0%. Reaction SMILES: F[C:2]1[N:7]=[C:6]([C:8]2[C:16]3[C:11](=[CH:12][N:13]=[C:14]([C:17]4[CH:18]=[N:19][CH:20]=[CH:21][CH:22]=4)[CH:15]=3)[N:10](COCC[Si](C)(C)C)[N:9]=2)[CH:5]=[CH:4][CH:3]=1.[CH2:31]([NH2:35])[CH2:32][CH2:33][NH2:34]>>[N:19]1[CH:20]=[CH:21][CH:22]=[C:17]([C:14]2[CH:15]=[C:16]3[C:8]([C:6]4[N:7]=[C:2]([NH:34][CH2:33][CH2:32][CH2:31][NH2:35])[CH:3]=[CH:4][CH:5]=4)=[N:9][NH:10][C:11]3=[CH:12][N:13]=2)[CH:18]=1. Procedure: Following the procedures in Example 271, 3-(6-fluoropyridin-2-yl)-5-(pyridin-3-yl)-1-((2-(trimethylsilyl)ethoxy)methyl)-1H-pyrazolo[3,4-c]pyridine and propane-1,3-diamine were reacted and the product was deprotected to give 280 as a yellow solid (20 mg, 31%) over two steps. 1H NMR (400 MHz, DMSO) δ 9.30 (s, 1H), 9.22 (s, 1H), 9.03 (s, 1H), 8.60 (s, 1H) 8.43-8.44 (m, 1H), 7.53-7.57 (m, 2H), 7.38-7.40 (m, 1H), 7.03 (s, 1H), 6.53 (d, J=6.4 Hz, 1H), 4.01 (t, J=1.2 Hz, 2H), 2.92 (m, 2H), 2.50 (t, J=1... The reactants are F[B-](F)(F)F.FS(C1=CC=C(C=C1)[N+]#N)(F)(F)(F)F (4-(Pentafluorosulfanyl)benzenediazonium Tetrafluoroborate), COC1=C(C=C(C=C1)OC)OC (1,2,4-trimethoxybenzene). The solvent is C(C)O (ethanol). Reaction conditions: time 0.1 hour. Yields the product COC1=C(C=C(C(=C1)OC)OC)\N=N\C1=CC=C(C=C1)S(F)(F)(F)(F)F ((E)-2,4,5-Trimethoxy-4′-(pentafluorosulfanyl)azobenzene). Isolated yield 72.5%. As a reaction SMILES: F[B-](F)(F)F.[F:6][S:7]([F:19])([F:18])([F:17])([F:16])[C:8]1[CH:13]=[CH:12][C:11]([N+:14]#[N:15])=[CH:10][CH:9]=1.[CH3:20][O:21][C:22]1[CH:27]=[CH:26][C:25]([O:28][CH3:29])=[CH:24][C:23]=1[O:30][CH3:31]>C(O)C>[CH3:29][O:28][C:25]1[CH:24]=[C:23]([O:30][CH3:31])[C:22]([O:21][CH3:20])=[CH:27][C:26]=1/[N:15]=[N:14]/[C:11]1[CH:12]=[CH:13][C:8]([S:7]([F:16])([F:17])([F:18])([F:19])[F:6])=[CH:9][CH:10]=1 |f:0.1|. Procedure: Diazonium salt 1 (14.1 mg, 0.0443 mmol) and 1,2,4-trimethoxybenzene (15.6 mg, 0.0928 mmol) were dissolved in 0.148 g of 95% aqueous ethanol. After 0.1 h, a red solid precipitated. After filtration the red solid was purified by SiO2 column chromatography (7:3 hexane/ethyl acetate) to give 27c as a red oil (12.8 mg, 72%): IR (ATR): {tilde over (v)}=2941, 1607, 1598, 1505, 1472, 1436, 1269, 1209, 1126, 1093, 1030, 839, 824 cm−1. MS (GC, EI): m/z=398 [M+], 140, 110. 1H NMR (500 MHz, CDCl3): δ=7.91 (... As a reaction SMILES: [CH2:35]1[O:36][CH2:37][CH2:38][O:39][CH2:40]1.[CH3:1][O:2][c:3]1[c:4]([CH3:32])[c:5]([CH2:6][c:7]2[cH:8][c:9](-[c:17]3[cH:18][cH:19][cH:20][cH:21][cH:22]3)[c:10]([C:11](=[O:12])[O:13][CH3:14])[cH:15][cH:16]2)[c:23]([O:30][CH3:31])[c:24]([O:28][CH3:29])[c:25]1[O:26][CH3:27].[Na+:34].[OH-:33].[OH2:41]>>[CH3:1][O:2][c:3]1[c:4]([CH3:32])[c:5]([CH2:6][c:7]2[cH:8][c:9](-[c:17]3[cH:18][cH:19][cH:20][cH:21][cH:22]3)[c:10]([C:11](=[O:12])[OH:13])[cH:15][cH:16]2)[c:23]([O:30][CH3:31])[c:24]([O:28][CH3:29])[c:25]1[O:26][CH3:27]. Yields the product COc1c(C)c(Cc2ccc(C(=O)O)c(-c3ccccc3)c2)c(OC)c(OC)c1OC. The reactants are C1COCCO1, COC(=O)c1ccc(Cc2c(C)c(OC)c(OC)c(OC)c2OC)cc1-c1ccccc1, [Na+], [OH-], O. Starting materials: CCCCCCCCC(CCC)CC(=O)Nc1ccccc1, O, O=[N+]([O-])O. Product: CCCCCCCCC(CC(=O)Nc1ccccc1)CC(C)[N+](=O)[O-]. RXN SMILES: [CH3:1][CH2:2][CH2:3][CH:4]([CH2:5][CH2:6][CH2:7][CH2:8][CH2:9][CH2:10][CH2:11][CH3:12])[CH2:13][C:14](=[O:15])[NH:16][c:17]1[cH:18][cH:19][cH:20][cH:21][cH:22]1.[OH2:27].[OH:23][N+:24]([O-:25])=[O:26]>>[CH3:1][CH:2]([CH2:3][CH:4]([CH2:5][CH2:6][CH2:7][CH2:8][CH2:9][CH2:10][CH2:11][CH3:12])[CH2:13][C:14](=[O:15])[NH:16][c:17]1[cH:18][cH:19][cH:20][cH:21][cH:22]1)[N+:24](=[O:23])[O-:25]. Product: NC(=O)c1cnc(Cl)nc1Cl. The reactants are C1COCCO1, CCOCC, O=C(Cl)c1cnc(Cl)nc1Cl, N. Reaction SMILES: [CH2:18]1[O:19][CH2:20][CH2:21][O:22][CH2:23]1.[CH3:13][CH2:14][O:15][CH2:16][CH3:17].[Cl:2][c:3]1[n:4][cH:5][c:6]([C:10](=[O:11])[Cl:12])[c:7]([Cl:9])[n:8]1.[NH3:1]>>[NH2:1][C:10]([c:6]1[cH:5][n:4][c:3]([Cl:2])[n:8][c:7]1[Cl:9])=[O:11].